From a dataset of the Open Reaction Database (ORD), a public repository of structured organic reaction records. describe an organic reaction: reactants, conditions, products, and yield Starting materials: ( i ), Cl.C1C(CCC2=CC=CC=C12)NCC(COC1=C2C=C(NC2=CC=C1)CC(=O)OCC)O (N-(1,2,3,4-tetrahydronaphth-2-yl)-2-hydroxy-3-(2-ethoxycarbonylmethylindol-4-yloxy)propanamine hydrochloride). Solvent: C(C)O (ethanol). Yields the product NC1CC2=CC=CC=C2CC1 (2-aminotetralin). Reaction SMILES: Cl.[CH2:2]1[C:11]2[C:6](=[CH:7][CH:8]=[CH:9][CH:10]=2)[CH2:5][CH2:4][CH:3]1[NH:12]CC(O)COC1C=CC=C2C=1C=C(CC(OCC)=O)N2>C(O)C>[NH2:12][CH:3]1[CH2:4][CH2:5][C:6]2[C:11](=[CH:10][CH:9]=[CH:8][CH:7]=2)[CH2:2]1 |f:0.1|. Procedure: Following the procedure described in Example 27, but starting from ethyl 4-(2,3-epoxypropoxy)indole-2-acetate (27.5 g), obtained from ethyl 4-hydroxyindole-2-acetate and epichlorohydrin according to the method of Swiss Patent 526,542, and 2-aminotetralin (14.8 g) in ethanol (120 ml), N-(1,2,3,4-tetrahydronaphth-2-yl)-2-hydroxy-3-(2-ethoxycarbonylmethylindol-4-yloxy)propanamine hydrochloride is obtained ((i): R=H, Ar=radical 16 wherein Z is ethoxy, and the chain is attached to position 2 of the t...